Dataset: the Open Reaction Database (ORD), a public repository of structured organic reaction records. Task: describe an organic reaction: reactants, conditions, products, and yield The reactants are CCC(=O)OCC(=O)[C@]1([C@H](C[C@@H]2[C@@]1(C[C@@H]([C@]3([C@H]2CCC4=CC(=O)C=C[C@@]43C)Cl)O)C)C)OC(=O)CC (beclomethasone dipropionate), C (charcoal). The solvent is C(Cl)Cl (methylene chloride). Reaction conditions: temperature 5 celsius. The product is CCC(=O)OCC(=O)[C@]1([C@H](C[C@@H]2[C@@]1(C[C@@H]([C@]3([C@H]2CCC4=CC(=O)C=C[C@@]43C)Cl)O)C)C)OC(=O)CC.CCCCCC (beclomethasone dipropionate n-hexane). As a reaction SMILES: [CH3:1][CH2:2][C:3]([O:5][CH2:6][C:7]([C@:9]1([O:32][C:33]([CH2:35][CH3:36])=[O:34])[C@@:13]2([CH3:30])[CH2:14][C@H:15]([OH:29])[C@:16]3([Cl:28])[C@:26]4([CH3:27])[C:20](=[CH:21][C:22]([CH:24]=[CH:25]4)=[O:23])[CH2:19][CH2:18][C@H:17]3[C@@H:12]2[CH2:11][C@@H:10]1[CH3:31])=[O:8])=[O:4].C>C(Cl)Cl>[CH3:1][CH2:2][C:3]([O:5][CH2:6][C:7]([C@:9]1([O:32][C:33]([CH2:35][CH3:36])=[O:34])[C@@:13]2([CH3:30])[CH2:14][C@H:15]([OH:29])[C@:16]3([Cl:28])[C@:26]4([CH3:27])[C:20](=[CH:21][C:22]([CH:24]=[CH:25]4)=[O:23])[CH2:19][CH2:18][C@H:17]3[C@@H:12]2[CH2:11][C@@H:10]1[CH3:31])=[O:8])=[O:4].[CH3:6][CH2:7][CH2:9][CH2:10][CH2:11][CH3:12] |f:3.4|. Procedure details: Dissolve 300 g of beclomethasone dipropionate in 2 liters of methylene chloride at reflux. Treat with 15 g activated charcoal for 15 minutes at reflux and filter while hot. Concentrate the filtered solution to a volume of 900 ml and while maintaining reflux add slowly 900 ml of n-hexane. Cool to 0-10° C. Filter the resultant precipitate and wash with n-hexane. Dry the precipitate in air at <50° C. until constant weight to afford beclomethasone dipropionate-n-hexane solvate having an [α]/D25 =+85... The reactants are CS(=O)C (methylsulfoxide), ClC1=C(C=C2C(=C(C(NC2=C1)=O)C1=CC(=CC(=C1)C)C)O)I (7-chloro-3-(3,5-dimethylphenyl)-4-hydroxy-6-iodo-1H-quinolin-2-one), NC1=NC=NC=C1 (4-aminopyrimidine), ice water, C(C)(=O)O (acetic acid). The reagents and catalysts are CN(C1=CC=NC=C1)C (4-dimethylaminopyridine), Cl[Pd]Cl.C1(=CC=CC=C1)P([C-]1C=CC=C1)C1=CC=CC=C1.[C-]1(C=CC=C1)P(C1=CC=CC=C1)C1=CC=CC=C1.[Fe+2] ([1,1'-bis(diphenylphosphino)ferrocene)-dichloropalladium (II)). Run at temperature 100 celsius, time 72 hour. The product is N1=CN=C(C=C1)NC(=O)C=1C=C2C(=C(C(NC2=CC1Cl)=O)C1=CC(=CC(=C1)C)C)O (7-chloro-3-(3,5-dimethylphenyl)-4-hydroxy-2-oxo-1,2-dihydroquinoline-6-carboxylic acid pyrimidin-4-ylamide). Reaction SMILES: CS(C)=O.[Cl:5][C:6]1[CH:15]=[C:14]2[C:9]([C:10]([OH:25])=[C:11]([C:17]3[CH:22]=[C:21]([CH3:23])[CH:20]=[C:19]([CH3:24])[CH:18]=3)[C:12](=[O:16])[NH:13]2)=[CH:8][C:7]=1I.[NH2:27][C:28]1[CH:33]=[CH:32][N:31]=[CH:30][N:29]=1.[C:34](O)(=[O:36])C>CN(C)C1C=CN=CC=1.Cl[Pd]Cl.C1(P(C2C=CC=CC=2)[C-]2C=CC=C2)C=CC=CC=1.[C-]1(P(C2C=CC=CC=2)C2C=CC=CC=2)C=CC=C1.[Fe+2]>[N:31]1[CH:32]=[CH:33][C:28]([NH:27][C:34]([C:7]2[CH:8]=[C:9]3[C:14](=[CH:15][C:6]=2[Cl:5])[NH:13][C:12](=[O:16])[C:11]([C:17]2[CH:22]=[C:21]([CH3:23])[CH:20]=[C:19]([CH3:24])[CH:18]=2)=[C:10]3[OH:25])=[O:36])=[N:29][CH:30]=1 |f:5.6.7.8|. Procedure: To 20 mL dry methylsulfoxide was added sequentially 7-chloro-3-(3,5-dimethylphenyl)-4-hydroxy-6-iodo-1H-quinolin-2-one (EXAMPLE 4.2 Step B, 1.0 g), 4-dimethylaminopyridine (860 mg), 4-aminopyrimidine (90 mg), [1,1'-bis(diphenylphosphino)ferrocene)-dichloropalladium (II) and the mixture heated to 100° C. under an atmosphere of carbon monoxide. After 72 hours, the mixture was cooled to room temperature and poured into 200 mL ice/water. The pH of the resulting solution was adjusted to pH4 by the ad... Starting materials: C(C)#N (acetonitrile), C(C)ON1C(CC(CC1(C)C)=O)(C)C (1-Ethoxy-2,2,6,6-tetramethyl-piperidin-4-one), C(CCC)[Li] (n-butyllithium). Solvent: C1CCOC1 (THF). Run at temperature -78 celsius, time 1 hour. The product is C(C)ON1C(CC(CC1(C)C)(O)CC#N)(C)C ((1-Ethoxy-4-hydroxy-2,2,6,6-tetramethyl-piperidin-4-yl)-acetonitrile). Reaction SMILES: [CH2:1]([O:3][N:4]1[C:9]([CH3:11])([CH3:10])[CH2:8][C:7](=[O:12])[CH2:6][C:5]1([CH3:14])[CH3:13])[CH3:2].[C:15](#[N:17])[CH3:16].C([Li])CCC>C1COCC1>[CH2:1]([O:3][N:4]1[C:5]([CH3:13])([CH3:14])[CH2:6][C:7]([CH2:16][C:15]#[N:17])([OH:12])[CH2:8][C:9]1([CH3:11])[CH3:10])[CH3:2]. Procedure details: 3 g 1-Ethoxy-2,2,6,6-tetramethyl-piperidin-4-one is dissolved in 20 ml dry THF and 0.93 g acetonitrile are added. The mixture is cooled to −78° C. and 9.4 ml n-butyllithium (1.6 M solution in hexane) are added over a period of 30 min. Stirring is continued at −78° C. for 1 h, then the cooling bath is removed. After 2 h stirring at room temperature, the reaction mixture is diluted with MTBE and quenched with ammonium chloride solution. The organic phase is washed with water and brine, dried over ... The reactants are FC1=C(CO)C=C(C=C1)[N+](=O)[O-] (2-Fluoro-5-nitrobenzyl alcohol), CN1CCNCC1 (N-methylpiperazine). The yield is 94.0%. Reaction SMILES: F[C:2]1[CH:9]=[CH:8][C:7]([N+:10]([O-:12])=[O:11])=[CH:6][C:3]=1[CH2:4][OH:5].[CH3:13][N:14]1[CH2:19][CH2:18][NH:17][CH2:16][CH2:15]1>C1COCC1>[CH3:13][N:14]1[CH2:19][CH2:18][N:17]([C:2]2[CH:9]=[CH:8][C:7]([N+:10]([O-:12])=[O:11])=[CH:6][C:3]=2[CH2:4][OH:5])[CH2:16][CH2:15]1. Solvent: C1CCOC1 (THF). Product: CN1CCN(CC1)C1=C(C=C(C=C1)[N+](=O)[O-])CO ([2-(4-Methylpiperazin-1-yl)-5-nitrophenyl]methanol). Procedure details: 2-Fluoro-5-nitrobenzyl alcohol (1 g, 5.84 mmol) and N-methylpiperazine (1.29 mL, 2 eq) were heated at 130° C. for 1 h. The reaction mixture was then diluted with 25 mL of THF and washed with a saturated aqueous solution of Na2CO3 and then with brine. The organic layer was dried over Na2SO4, filtered and evaporated. The residue was thoroughly washed with pentane and filtered off to yield expected compound as an orange powder (1.38 g, 94% yield). m/z (ESI) 252.1 [M+H]+. RXN SMILES: C([N:8]1[CH2:11][CH2:10][C@H:9]1[CH2:12][O:13][C:14]1[CH:15]=[N:16][CH:17]=[C:18]([CH2:20][NH:21][C:22]([O:24][CH3:25])=[O:23])[CH:19]=1)(OC(C)(C)C)=O.C1(N)C(F)=C(F)C(F)=C(N)C=1F.[ClH:38].Cl.Cl.CCOCC.Cl>CCOCC.O.CO>[ClH:38].[ClH:38].[NH:8]1[CH2:11][CH2:10][C@H:9]1[CH2:12][O:13][C:14]1[CH:15]=[N:16][CH:17]=[C:18]([CH2:20][NH:21][C:22]([O:24][CH3:25])=[O:23])[CH:19]=1 |f:1.2.3,4.5,10.11.12|. Starting materials: C(=O)(OC(C)(C)C)N1[C@@H](CC1)COC=1C=NC=C(C1)CNC(=O)OC (3-(1-BOC-2-(S)-Azetidinylmethoxy)-5-(N-methoxycarbonylamino)methylpyridine), Cl (HCl), CI NH3, C1(=C(C(=C(C(=C1F)F)F)N)F)N.Cl.Cl (Dihydrochloride), Cl.CCOCC (HCl Et2O). Run in CO (MeOH), O (H2O), CCOCC (Et2O). Yields the product Cl.Cl.N1[C@@H](CC1)COC=1C=NC=C(C1)CNC(=O)OC (3-(2-(S)-Azetidinylmethoxy)-5-(N-methoxycarbonylamino)methylpyridine Dihydrochloride). The yield is 99.0%. Procedure: The product of step 159a (0.23 g, 0.70 mmol) was deprotected and isolated as the free base in 99% yield according to the procedure of Example 20b, followed by conversion to the Dihydrochloride with excess HCl/Et2O. [α]D23 +12.46 (c 0.1, MeOH); 1H NMR (D2O, 300 MHz) δ 2.65-2.75 (m, 2H), 3.66 (s, 3H), 4.08-4.19 (m, 2H), 4.43 (s, 2H), 4.53-4.69 (m, 2H), 4.90 (m, 1H), 8.22 (s, 1H), 8.44 (s, 1H), 8.63 (d, J=3.0 Hz, 1H); MS (CI/NH3) m/z 252 (M+H)+. Anal. Calcd for C12H17N3O3.2.5 HCl.1.5 H2O.0.4 Et2O: ... Reactants: C(C)(=O)C(C(=O)OCC)C(C(CC(Cl)(Cl)Cl)Cl)(C)C (ethyl 2-acetyl-4,6,6,6-tetrachloro-3,3-dimethylhexanoate), [Na] (Sodium), Cl (hydrogen chloride). Run in C(C)O (ethanol). Conditions: time 15 minute. Yields the product C(C)(=O)C1(C(C1(C)C)CC(Cl)(Cl)Cl)C(=O)OCC (ethyl 1-acetyl-2-(2,2,2-trichloroethyl)-3,3-dimethylcyclopropanecarboxylate). Isolated yield 53.6%. Reaction SMILES: [Na].[C:2]([CH:5]([C:11]([CH3:20])([CH3:19])[CH:12](Cl)[CH2:13][C:14]([Cl:17])([Cl:16])[Cl:15])[C:6]([O:8][CH2:9][CH3:10])=[O:7])(=[O:4])[CH3:3].Cl>C(O)C>[C:2]([C:5]1([C:6]([O:8][CH2:9][CH3:10])=[O:7])[C:11]([CH3:20])([CH3:19])[CH:12]1[CH2:13][C:14]([Cl:17])([Cl:16])[Cl:15])(=[O:4])[CH3:3] |^1:0|. Reported procedure: Sodium (0.15 g) was dissolved in 10 ml of absolute ethanol, and 2.29 g of ethyl 2-acetyl-4,6,6,6-tetrachloro-3,3-dimethylhexanoate was added, while the reaction mixture was cooled with ice. After stirring at room temperature for 15 minutes, the mixture was rendered neutral with an ethereal solution of hydrogen chloride, while cooled with ice, and then the solvent was distilled off. The resulting residue was dissolved in diethyl ether, and the solution was washed with water, dried over anhydrous ...